Dataset: the Open Reaction Database (ORD), a public repository of structured organic reaction records. Task: describe an organic reaction: reactants, conditions, products, and yield Reactants: COC1=CC=C(C=C1)C=1OC2=C(C1)C=C(C=C2)C(F)(F)F (2-(4-Methoxy-phenyl)5-trifluoromethyl-benzofuran), Cl.N1=CC=CC=C1 (Pyridine HCl). The solvent is O (water). Run at temperature 200 celsius, time 1 hour. Product: FC(C=1C=CC2=C(C=C(O2)C2=CC=C(C=C2)O)C1)(F)F (4-(5-Trifluoromethyl-benzofuran-2-yl)-phenol). As a reaction SMILES: C[O:2][C:3]1[CH:8]=[CH:7][C:6]([C:9]2[O:10][C:11]3[CH:17]=[CH:16][C:15]([C:18]([F:21])([F:20])[F:19])=[CH:14][C:12]=3[CH:13]=2)=[CH:5][CH:4]=1.Cl.N1C=CC=CC=1>O>[F:21][C:18]([F:19])([F:20])[C:15]1[CH:16]=[CH:17][C:11]2[O:10][C:9]([C:6]3[CH:5]=[CH:4][C:3]([OH:2])=[CH:8][CH:7]=3)=[CH:13][C:12]=2[CH:14]=1 |f:1.2|. Procedure details: Compound 88 was treated with Pyridine HCl (5 g) and heated to 200° C. After 1 hr, the reaction was cooled and diluted with water. The aqueous layer was extracted with EtOAc, dried over MgSO4, and the product was purified by column chromatography (eluant 25% EtOAc/hexanes) to give the product as a solid: (0.025 g, 4.8%); MS 277 [M−H]− The reactants are NC1=CC=CC=C1 (aniline), [P] (phosphorus), COC1=CC=C(C(=O)NNC(C)=O)C=C1 (N-(4-methoxybenzoyl)-N'-acetyl-hydrazine). The solvent is ClC1=C(C=CC=C1)Cl (o-dichlorobenzene). Yields the product COC1=CC=C(C=C1)C1=NN=C(N1C1=CC=CC=C1)C (3-(4-methoxyphenyl)-4-phenyl-5-methyl -4H-1,2,4-triazole). As a reaction SMILES: [NH2:1][C:2]1[CH:7]=[CH:6][CH:5]=[CH:4][CH:3]=1.[P].[CH3:9][O:10][C:11]1[CH:23]=[CH:22][C:14]([C:15]([NH:17][NH:18][C:19](=O)[CH3:20])=O)=[CH:13][CH:12]=1>ClC1C=CC=CC=1Cl>[CH3:9][O:10][C:11]1[CH:23]=[CH:22][C:14]([C:15]2[N:1]([C:2]3[CH:7]=[CH:6][CH:5]=[CH:4][CH:3]=3)[C:19]([CH3:20])=[N:18][N:17]=2)=[CH:13][CH:12]=1. Reported procedure: Using the procedure of Step B in Example 1, 26.3 ml of aniline, 150 ml of o-dichlorobenzene, 4.65 ml of phosphorus trichlorode and 10 g of N-(4-methoxybenzoyl)-N'-acetyl-hydrazine [prepared by process of J. Org., Vol. 19 (1954), p. 194-201] were reacted to obtain 7.1 g of 3-(4-methoxyphenyl)-4-phenyl-5-methyl -4H-1,2,4-triazole melting at 140°-141° C. Reactants: O[C@H](C(=O)N)[C@H](C1=CC=CC=C1)N ((2S, 3S) 2-hydroxy-3-amino-3-phenylpropionamide), C(C)(=O)Cl (acetyl chloride). The solvent is CO (methanol). Product: Cl.O[C@H](C(=O)OC)[C@H](C1=CC=CC=C1)N (methyl (2S, 3S) 2-hydroxy-3-amino-3-phenylpropionate hydrochloride). RXN SMILES: [OH:1][C@@H:2]([C@@H:6]([NH2:13])[C:7]1[CH:12]=[CH:11][CH:10]=[CH:9][CH:8]=1)[C:3](N)=[O:4].[C:14]([Cl:17])(=[O:16])C>CO>[ClH:17].[OH:1][C@@H:2]([C@@H:6]([NH2:13])[C:7]1[CH:12]=[CH:11][CH:10]=[CH:9][CH:8]=1)[C:3]([O:16][CH3:14])=[O:4] |f:3.4|. Procedure details: To a solution of 10.0 g of (2S, 3S) 2-hydroxy-3-amino-3-phenylpropionamide in 100 ml of methanol was slowly added 16 ml of acetyl chloride at 0° C. The reaction mixture was refluxed for 20 h then cooled to room temperature and filtered to remove the ammonium chloride salt. The filtrate was concentrated to one third of its original volume and diluted with 150 ml of ether. The precipitated salt was filtered off and washed with 100 ml of ether to give 10.6 g of methyl (2S, 3S) 2-hydroxy-3-amino-3-p...